This data is from the Open Reaction Database (ORD), a public repository of structured organic reaction records. The task is: describe an organic reaction: reactants, conditions, products, and yield Reactants: C(C)OC(C[C@H](N1C(C(CCC1)CCCC(C)=O)=O)C1=CC(=CC=C1)F)=O (3(S)-(3-Fluorophenyl)-3-[2-oxo-3-(4-oxo-pentyl)-piperidin-1-yl]-propionic acid ethyl ester), NC1=NC=CC=C1C=O (2-amino-3-formylpyridine), N1[C@H](C(=O)O)CCC1 (proline). The solvent is C(C)O (ethanol). Yields the product C(C)OC(C[C@H](N1C(C(CCC1)CCCC1=NC2=NC=CC=C2C=C1)=O)C1=CC(=CC=C1)F)=O (3(S)-(3-Fluorophenyl)-3-[3-(3-[1,8]naphthyridin-2-yl-propyl)-2-oxo-piperidin-1-yl]-propionic acid ethyl ester). Reaction SMILES: [CH2:1]([O:3][C:4](=[O:27])[CH2:5][C@@H:6]([C:20]1[CH:25]=[CH:24][CH:23]=[C:22]([F:26])[CH:21]=1)[N:7]1[CH2:12][CH2:11][CH2:10][CH:9]([CH2:13][CH2:14][CH2:15][C:16](=O)[CH3:17])[C:8]1=[O:19])[CH3:2].[NH2:28][C:29]1[C:34]([CH:35]=O)=[CH:33][CH:32]=[CH:31][N:30]=1.N1CCC[C@H]1C(O)=O>C(O)C>[CH2:1]([O:3][C:4](=[O:27])[CH2:5][C@@H:6]([C:20]1[CH:25]=[CH:24][CH:23]=[C:22]([F:26])[CH:21]=1)[N:7]1[CH2:12][CH2:11][CH2:10][CH:9]([CH2:13][CH2:14][CH2:15][C:16]2[CH:17]=[CH:35][C:34]3[C:29](=[N:30][CH:31]=[CH:32][CH:33]=3)[N:28]=2)[C:8]1=[O:19])[CH3:2]. Procedure details: A mixture of 2-7 (450 mg, 1.2 mmol), 2-amino-3-formylpyridine (145 mg, 1.2 mmol; for prep., see JOC 1983,48, 3401) and proline (137 mg, 1.2 mmol) in absolute ethanol (20 mL) was heated at reflux for 12 h. Following evaporative removal of the solvent, the residue was chromatographed (silica gel, 50% ethyl acetate/chloroform to 70:25:5 chloroform/ethyl acetate/MeOH) to give 2-8 as a yellow oil. Reactants: CC(=O)OC(C)=O, N#C[K], [Na+], [Na+], O=C([O-])[O-], O=C1COc2ccccc2OC1, O. Product: N#CC1(O)COc2ccccc2OC1. RXN SMILES: [CH3:16][C:17]([O:18][C:19](=[O:20])[CH3:21])=[O:22].[K:1][C:2]#[N:3].[Na+:23].[Na+:24].[O-:25][C:26](=[O:27])[O-:28].[O:4]=[C:5]1[CH2:6][O:7][c:8]2[c:9]([cH:12][cH:13][cH:14][cH:15]2)[O:10][CH2:11]1.[OH2:29]>>[C:2](#[N:3])[C:5]1([OH:4])[CH2:6][O:7][c:8]2[c:9]([cH:12][cH:13][cH:14][cH:15]2)[O:10][CH2:11]1. Starting materials: CS(C)=O, OC(CCCl)c1ccccc1, [N-]=[N+]=[N-], [Na+], O. Yields the product [N-]=[N+]=NCCC(O)c1ccccc1. RXN SMILES: [CH3:16][S:17]([CH3:18])=[O:19].[Cl:1][CH2:2][CH2:3][CH:4]([OH:5])[c:6]1[cH:7][cH:8][cH:9][cH:10][cH:11]1.[N-:13]=[N+:14]=[N-:15].[Na+:12].[OH2:20]>>[CH2:2]([CH2:3][CH:4]([OH:5])[c:6]1[cH:7][cH:8][cH:9][cH:10][cH:11]1)[N:13]=[N+:14]=[N-:15].